describe an organic reaction: reactants, conditions, products, and yield From a dataset of the Open Reaction Database (ORD), a public repository of structured organic reaction records. Reactants: C(C=1C(O)=CC=CC1)=O (salicylaldehyde), O=C1N(C(CN1)=O)C1=CC=C(C2=CC=CC=C12)C#N (4-(2,5-Dioxoimidazolidin-1-yl)naphthalene-1-carbonitrile), N[C@@H](C)C(=O)O (alanine), C(=O)([O-])[O-].[Na+].[Na+] (Na2CO3). Solvent: O (water), O (water). The product is OC1=C(C=C2NC(N(C2=O)C2=CC=C(C3=CC=CC=C23)C#N)=O)C=CC=C1 (4-[4-(2-Hydroxybenzylidene)-2,5-dioxoimidazolidin-1-yl]naphthalene-1-carbonitrile). The yield is 35.1%. As a reaction SMILES: [O:1]=[C:2]1[NH:6][CH2:5][C:4](=[O:7])[N:3]1[C:8]1[C:17]2[C:12](=[CH:13][CH:14]=[CH:15][CH:16]=2)[C:11]([C:18]#[N:19])=[CH:10][CH:9]=1.N[C@H](C(O)=O)C.C([O-])([O-])=O.[Na+].[Na+].[CH:32](=O)[C:33]1[C:34](=[CH:36][CH:37]=[CH:38][CH:39]=1)[OH:35]>O>[OH:35][C:34]1[CH:36]=[CH:37][CH:38]=[CH:39][C:33]=1[CH:32]=[C:5]1[C:4](=[O:7])[N:3]([C:8]2[C:17]3[C:12](=[CH:13][CH:14]=[CH:15][CH:16]=3)[C:11]([C:18]#[N:19])=[CH:10][CH:9]=2)[C:2](=[O:1])[NH:6]1 |f:2.3.4|. Procedure details: A mixture of compound 1C (150 mg, 0.6 mmol), alanine (53.1 mg, 0.6 mmol), and Na2CO3 (31.7 mg, 0.3 mmol) in water (1.4 mL) was treated with salicylaldehyde (0.11 mL, 0.94 mmol) and refluxed for 3.0 h. (Ref: Eur. J. Org. Chem. 1999, 2609-2621). The mixture was diluted with water (1 mL) and filtered, washing the yellow precipitates with water (2×2 mL). The yellow solids were triturated with ether (2 mL) and dried to give the title compound as a yellow solid (74.9 mg, 35.4%), mp 251-252° C. LC/MS m... Starting materials: [C@@H]1([C@@H](O)[C@@H](O)[C@H](O1)CO)N1C(=O)NC(=O)C=C1 (1-β-D-lyxofuranosyl-uracil). Reagents/catalysts: [Rh] (rhodium on alumina). The solvent is O (water). Yields the product [C@@H]1([C@@H](O)[C@@H](O)[C@H](O1)CO)N1C(=O)NC(=O)CC1 (1-β-D-lyxofuranosyl-dihydrouracil). RXN SMILES: [C@@H:1]1([N:10]2[CH:17]=[CH:16][C:14](=[O:15])[NH:13][C:11]2=[O:12])[O:7][C@H:6]([CH2:8][OH:9])[C@H:4]([OH:5])[C@@H:2]1[OH:3]>O.[Rh]>[C@@H:1]1([N:10]2[CH2:17][CH2:16][C:14](=[O:15])[NH:13][C:11]2=[O:12])[O:7][C@H:6]([CH2:8][OH:9])[C@H:4]([OH:5])[C@@H:2]1[OH:3]. Procedure details: In the manner given in Example 2A, 1-β-D-lyxofuranosyl-uracil [Fletcher et al., J. Am. Chem. Soc. 83, 1889 (1961)] was catalytically hydrogenated in water in the presence of rhodium on alumina catalyst to give 1-β-D-lyxofuranosyl-dihydrouracil. The reactants are C(C1=CC=CC=C1)OC(=O)NCCC[C@H](NC(=O)C=1N(C2=CC=CC=C2C1)C)C(=O)N[C@@H]1[C@@H](CCC1)C(=O)OC(C)(C)C (tert-butyl (1R,2S)-2-({N5-[(benzyloxy)carbonyl]-N2-[(1-methyl-1H-indol-2-yl)carbonyl]-L-ornithyl}amino)cyclopentanecarboxylate), Cl.C(C)(=O)OCC (hydrogen chloride ethyl acetate). Run in C(Cl)(Cl)Cl (chloroform). Run at time 3 hour. Product: C(C1=CC=CC=C1)OC(=O)NCCC[C@H](NC(=O)C=1N(C2=CC=CC=C2C1)C)C(=O)N[C@@H]1[C@@H](CCC1)C(=O)O ((1R,2S)-2-({N5-[(benzyloxy)carbonyl]-N2-[(1-methyl-1H-indol-2-yl)carbonyl]-L-ornithyl}amino)cyclopentanecarboxylic acid). The yield is 69.1%. Reaction SMILES: [CH2:1]([O:8][C:9]([NH:11][CH2:12][CH2:13][CH2:14][C@@H:15]([C:29]([NH:31][C@H:32]1[CH2:36][CH2:35][CH2:34][C@H:33]1[C:37]([O:39]C(C)(C)C)=[O:38])=[O:30])[NH:16][C:17]([C:19]1[N:20]([CH3:28])[C:21]2[C:26]([CH:27]=1)=[CH:25][CH:24]=[CH:23][CH:22]=2)=[O:18])=[O:10])[C:2]1[CH:7]=[CH:6][CH:5]=[CH:4][CH:3]=1.Cl.C(OCC)(=O)C>C(Cl)(Cl)Cl>[CH2:1]([O:8][C:9]([NH:11][CH2:12][CH2:13][CH2:14][C@@H:15]([C:29]([NH:31][C@H:32]1[CH2:36][CH2:35][CH2:34][C@H:33]1[C:37]([OH:39])=[O:38])=[O:30])[NH:16][C:17]([C:19]1[N:20]([CH3:28])[C:21]2[C:26]([CH:27]=1)=[CH:25][CH:24]=[CH:23][CH:22]=2)=[O:18])=[O:10])[C:2]1[CH:3]=[CH:4][CH:5]=[CH:6][CH:7]=1 |f:1.2|. Procedure: To a mixture of tert-butyl (1R,2S)-2-({N5-[(benzyloxy)carbonyl]-N2-[(1-methyl-1H-indol-2-yl)carbonyl]-L-ornithyl}amino)cyclopentanecarboxylate (0.40 g) and chloroform (10 ml) was added a 4 M hydrogen chloride/ethyl acetate solution (20 ml) under ice-cooling, followed by stirring at room temperature for 3 hours. The reaction mixture was concentrated under reduced pressure, and to the residue were added ethyl acetate and water. The aqueous layer was separated, and the organic layer was washed with... Reactants: BrC1=CC(=C(C=C1)C(CO)(C)C)OC (2-(4-Bromo-2-methoxyphenyl)-2-methylpropan-1-ol), C([O-])([O-])=O.[K+].[K+] (potassium carbonate), CC1(COB(OC1)C1=CC(=C(C=C1)C(CO)(C)C)OC)C (2-[4-(5,5-dimethyl-1,3,2-dioxaborinan-2-yl)-2-methoxyphenyl]-2-methylpropan-1-ol), BrC=1C=C2C(=CNC2=CC1Cl)C=O (5-bromo-6-chloro-1H-indole-3-carbaldehyde), BrC=1C=C2C(=CNC2=CC1Cl)C(=O)NS(=O)(=O)C (5-bromo-6-chloro-N-(methylsulfonyl)-1H-indole-3-carboxamide). Solvent: C1CCOC1 (THF), C(C)O (ethanol), C1(=CC=CC=C1)C (toluene). Reaction conditions: temperature 110 celsius. Yields the product ClC1=C(C=C2C(=CNC2=C1)C(=O)NS(=O)(=O)C)C1=CC(=C(C=C1)C(CO)(C)C)OC (6-chloro-5-[4-(1-hydroxy-2-methylpropan-2-yl)-3-methoxyphenyl]-N-(methylsulfonyl)-1H-indole-3-carboxamide), ammonium salt. As a reaction SMILES: BrC1C=C2C(=CC=1Cl)NC=C2C=O.Br[C:15]1[CH:16]=[C:17]2[C:21](=[CH:22][C:23]=1[Cl:24])[NH:20][CH:19]=[C:18]2[C:25]([NH:27][S:28]([CH3:31])(=[O:30])=[O:29])=[O:26].CC1(C)COB([C:39]2[CH:44]=[CH:43][C:42]([C:45]([CH3:49])([CH3:48])[CH2:46][OH:47])=[C:41]([O:50][CH3:51])[CH:40]=2)OC1.BrC1C=CC(C(C)(C)CO)=C(OC)C=1.C(=O)([O-])[O-].[K+].[K+]>C1COCC1.C(O)C.C1(C)C=CC=CC=1>[Cl:24][C:23]1[CH:22]=[C:21]2[C:17]([C:18]([C:25]([NH:27][S:28]([CH3:31])(=[O:30])=[O:29])=[O:26])=[CH:19][NH:20]2)=[CH:16][C:15]=1[C:39]1[CH:44]=[CH:43][C:42]([C:45]([CH3:49])([CH3:48])[CH2:46][OH:47])=[C:41]([O:50][CH3:51])[CH:40]=1 |f:4.5.6|. Procedure details: A round bottomed flask was charged with a 1:1 mixture of 5-bromo-6-chloro-1H-indole-3-carbaldehyde and 5-bromo-6-chloro-N-(methylsulfonyl)-1H-indole-3-carboxamide (96 mg, 0.27 mmol) as prepared in step 1, 2-[4-(5,5-dimethyl-1,3,2-dioxaborinan-2-yl)-2-methoxyphenyl]-2-methylpropan-1-ol (40 mg, 0.14 mmol) (prepared from 2-(4-Bromo-2-methoxyphenyl)-2-methylpropan-1-ol in a manner similar to Example 8, Step 4), potassium carbonate solution (2.0M, 0.27 mL), toluene (0.75 mL), ethanol (0.28 mL), and T... The reactants are COC(=O)C=1N=C(OC1C1=CC=CC=C1)CNC(=O)OC(C)(C)C (2-(tert-butoxycarbonylamino-methyl)-5-phenyl-oxazole-4-carboxylic acid methyl ester), [Li+].[OH-] (LiOH), N#N (N2), CC(OCC)=O (EA). Run in O1CCOCC1 (dioxane). Run at time 1 hour. Product: C(C)(C)(C)OC(=O)NCC=1OC(=C(N1)C(=O)O)C1=CC=CC=C1 (2-(tert-Butoxycarbonylamino-methyl)-5-phenyl-oxazole-4-carboxylic acid). RXN SMILES: N#N.C[O:4][C:5]([C:7]1[N:8]=[C:9]([CH2:18][NH:19][C:20]([O:22][C:23]([CH3:26])([CH3:25])[CH3:24])=[O:21])[O:10][C:11]=1[C:12]1[CH:17]=[CH:16][CH:15]=[CH:14][CH:13]=1)=[O:6].[Li+].[OH-].CC(=O)OCC>O1CCOCC1>[C:23]([O:22][C:20]([NH:19][CH2:18][C:9]1[O:10][C:11]([C:12]2[CH:17]=[CH:16][CH:15]=[CH:14][CH:13]=2)=[C:7]([C:5]([OH:6])=[O:4])[N:8]=1)=[O:21])([CH3:26])([CH3:24])[CH3:25] |f:2.3|. Procedure: In a flame dried round-bottomed flask equipped with a magnetic stir bar and under inert atmosphere (N2), a solution of 2-(tert-butoxycarbonylamino-methyl)-5-phenyl-oxazole-4-carboxylic acid methyl ester (200 mg, 0.60 mmol) in dioxane (2.0 mL) was treated with 1N LiOH (2.0 mL). The resulting mixture was stirred for 1 h. EA (10 mL) was added and the organic phase was washed with 1N HCl (3 mL), dried over MgSO4, filtered, and the solvent removed under reduced pressure to give the title compound as ...